This data is from the Open Reaction Database (ORD), a public repository of structured organic reaction records. The task is: describe an organic reaction: reactants, conditions, products, and yield Starting materials: Cl (hydrochloride), FC1=CC(=CC=2B(OC(C21)CC(=O)OCC)O)OC (ethyl 2-(4-fluoro-1-hydroxy-6-methoxy-1,3-dihydrobenzo[c][1,2]oxaborol-3-yl)acetate), [OH-].[Li+] (lithium hydroxide). The solvent is C1CCOC1 (THF), O (water). Run at time 1.5 hour. The product is FC1=CC(=CC=2B(OC(C21)CC(=O)O)O)OC (2-(4-fluoro-1-hydroxy-6-methoxy-1,3-dihydrobenzo[c][1,2]oxaborol-3-yl)acetic acid). The yield is 35.8%. RXN SMILES: [F:1][C:2]1[C:10]2[CH:9]([CH2:11][C:12]([O:14]CC)=[O:13])[O:8][B:7]([OH:17])[C:6]=2[CH:5]=[C:4]([O:18][CH3:19])[CH:3]=1.[OH-].[Li+].Cl>C1COCC1.O>[F:1][C:2]1[C:10]2[CH:9]([CH2:11][C:12]([OH:14])=[O:13])[O:8][B:7]([OH:17])[C:6]=2[CH:5]=[C:4]([O:18][CH3:19])[CH:3]=1 |f:1.2|. Reported procedure: To a solution of ethyl 2-(4-fluoro-1-hydroxy-6-methoxy-1,3-dihydrobenzo[c][1,2]oxaborol-3-yl)acetate (134 mg, 0.50 mmol) in THF (2 mL) was added dropwise an aqueous solution of lithium hydroxide (102 mg, 2.5 mmol) in water (3 mL) at 0° C. The reaction mixture was stirred at room temperature for 1.5 h and acidified to pH=2 with diluted hydrochloride acid. The resulting mixture was extracted with ethyl acetate (2×15 mL). The combined organic layers were dried over anhydrous Na2SO4 and concentrated... Reactants: BrC=1C=C(C=NC1)CC(=O)O (2-(5-bromopyridin-3-yl)acetic acid), CO (MeOH), S(=O)(Cl)Cl (thionyl chloride). Run at temperature 0 celsius, time 2 hour. The product is BrC=1C=C(C=NC1)CC(=O)OC (methyl 2-(5-bromopyridin-3-yl)acetate). Reaction SMILES: [Br:1][C:2]1[CH:3]=[C:4]([CH2:8][C:9]([OH:11])=[O:10])[CH:5]=[N:6][CH:7]=1.S(Cl)(Cl)=O.[CH3:16]O>>[Br:1][C:2]1[CH:3]=[C:4]([CH2:8][C:9]([O:11][CH3:16])=[O:10])[CH:5]=[N:6][CH:7]=1. Procedure details: To a suspension of 2-(5-bromopyridin-3-yl)acetic acid (5 g, 23.14 mmol) in MeOH (100 mL) was added thionyl chloride (1.858 mL, 25.5 mmol) at 0° C., and the mixture was stirred at 0° C. for 2 h. The mixture was concentrated in vacuo, re-dissolved in DCM (100 mL) and MeOH (10 mL), and saturated NaHCO3 in water (5 mL) was added, followed with NaHCO3 (10 g). To the mixture was added silica gel (10 g) and the mixture was concentrated. The residue was purified by silica chromatography eluting with 0-5... Reactants: [Li]CCCC (n-BuLi), CCCCCC (hexane), [N+](=O)([O-])CCC (nitropropane), C1CCOC1 (THF). Yields the product SiO2 hexane, C1(=CC=CC=C1)C(C(C)[N+](=O)[O-])O (1-phenyl-2-nitro-1-propanol). The yield is 28.0%. As a reaction SMILES: [Li]CCCC.[CH3:6][CH2:7][CH2:8][CH2:9][CH2:10][CH3:11].[N+:12]([CH2:15][CH2:16]C)([O-:14])=[O:13].C1C[O:21][CH2:20]C1>>[C:8]1([CH:20]([OH:21])[CH:15]([N+:12]([O-:14])=[O:13])[CH3:16])[CH:7]=[CH:6][CH:11]=[CH:10][CH:9]=1. Procedure: n-BuLi (1.6 M hexane soln, 3.12 mL) was added dropwise with stirring to a solution of nitropropane (0.45 mL, 5 mmol) in THF (4 mL at -78° C. After 20 minutes the complex (as prepared above) was added and the solution allowed to warm to room temperature. After a further 4 hours the reaction was quenched at 0° C. with an aqueous slurry of disodium EDTA (1.86 g in 10 mL water). The mixture was diluted with water (50 mL) and extracted with Et2O (3×50 mL). The combined Et2O extracts were washed with ... The reactants are COC(=O)c1ccc(OCCCC2CCCN(C(=O)OC(C)(C)C)C2)cc1, C1CCOC1, CCOC(C)=O, [K+], [Li+], [OH-], O=S(=O)([O-])O. Yields the product CC(C)(C)OC(=O)N1CCCC(CCCOc2ccc(C(=O)O)cc2)C1. RXN SMILES: [C:1](=[O:2])([O:3][C:4]([CH3:5])([CH3:6])[CH3:7])[N:8]1[CH2:9][CH:10]([CH2:14][CH2:15][CH2:16][O:17][c:18]2[cH:19][cH:20][c:21]([C:22](=[O:23])[O:24][CH3:25])[cH:26][cH:27]2)[CH2:11][CH2:12][CH2:13]1.[CH2:28]1[O:29][CH2:30][CH2:31][CH2:32]1.[CH3:35][CH2:36][O:37][C:38]([CH3:39])=[O:40].[K+:46].[Li+:34].[OH-:33].[S:41](=[O:42])(=[O:43])([OH:44])[O-:45]>>[C:1](=[O:2])([O:3][C:4]([CH3:5])([CH3:6])[CH3:7])[N:8]1[CH2:9][CH:10]([CH2:14][CH2:15][CH2:16][O:17][c:18]2[cH:19][cH:20][c:21]([C:22](=[O:23])[OH:24])[cH:26][cH:27]2)[CH2:11][CH2:12][CH2:13]1. Starting materials: C(C)(C)(C)OC(=O)N1CCN(CC1)C1=NC=CC(=N1)NCC1=CC(=CC=C1)Cl (4-[4-(3-chloro-benzylamino)-pyrimidin-2-yl]-piperazine-1-carboxylic acid tert-butyl ester), C(=O)(C(F)(F)F)O (TFA). Product: Cl.ClC=1C=C(CNC2=NC(=NC=C2)N2CCNCC2)C=CC1 ((3-Chloro-benzyl)-(2-piperazin-1-yl-pyrimidin-4-yl)-amine, hydrochloride). As a reaction SMILES: C(OC([N:8]1[CH2:13][CH2:12][N:11]([C:14]2[N:19]=[C:18]([NH:20][CH2:21][C:22]3[CH:27]=[CH:26][CH:25]=[C:24]([Cl:28])[CH:23]=3)[CH:17]=[CH:16][N:15]=2)[CH2:10][CH2:9]1)=O)(C)(C)C.C(O)(C(F)(F)F)=O>>[ClH:28].[Cl:28][C:24]1[CH:23]=[C:22]([CH:27]=[CH:26][CH:25]=1)[CH2:21][NH:20][C:18]1[CH:17]=[CH:16][N:15]=[C:14]([N:11]2[CH2:10][CH2:9][NH:8][CH2:13][CH2:12]2)[N:19]=1 |f:2.3|. Reported procedure: The title compound (4-A) was prepared from 4-[4-(3-chloro-benzylamino)-pyrimidin-2-yl]-piperazine-1-carboxylic acid tert-butyl ester (I-4a) and TFA according to a procedure analogous to that described in Example 3. The reactants are CC(C)(C)OC(=O)N1CCC(CCOc2cccc(NC(=O)Nc3csc(Br)n3)n2)CC1, ClCCl, O=C(O)C(F)(F)F. Product: O=C(Nc1cccc(OCCC2CCNCC2)n1)Nc1csc(Br)n1. As a reaction SMILES: [C:1]([O:2][C:3](=[O:4])[N:8]1[CH2:9][CH2:10][CH:11]([CH2:14][CH2:15][O:16][c:17]2[n:18][c:19]([NH:23][C:24](=[O:25])[NH:26][c:27]3[n:28][c:29]([Br:32])[s:30][cH:31]3)[cH:20][cH:21][cH:22]2)[CH2:12][CH2:13]1)([CH3:5])([CH3:6])[CH3:7].[Cl:40][CH2:41][Cl:42].[F:33][C:34]([F:35])([F:36])[C:37]([OH:38])=[O:39]>>[NH:8]1[CH2:9][CH2:10][CH:11]([CH2:14][CH2:15][O:16][c:17]2[n:18][c:19]([NH:23][C:24](=[O:25])[NH:26][c:27]3[n:28][c:29]([Br:32])[s:30][cH:31]3)[cH:20][cH:21][cH:22]2)[CH2:12][CH2:13]1.